From a dataset of the Open Reaction Database (ORD), a public repository of structured organic reaction records. describe an organic reaction: reactants, conditions, products, and yield Starting materials: CC(C)(C)OC(=O)N1CCC(n2ncc3c(Cl)ncnc32)CC1, O=C([O-])[O-], CN(C)C=O, [K+], [K+], [Na+], [Na+], O=C([O-])[O-], CC(=O)Nc1ccc(O)cc1. The product is CC(=O)Nc1ccc(Oc2ncnc3c2cnn3C2CCN(C(=O)OC(C)(C)C)CC2)cc1. As a reaction SMILES: [C:12]([CH3:13])([CH3:14])([CH3:15])[O:16][C:17](=[O:18])[N:19]1[CH2:20][CH2:21][CH:22]([n:25]2[n:26][cH:27][c:28]3[c:29]2[n:30][cH:31][n:32][c:33]3[Cl:34])[CH2:23][CH2:24]1.[C:35](=[O:36])([O-:37])[O-:38].[CH3:47][N:48]([CH3:49])[CH:50]=[O:51].[K+:39].[K+:40].[Na+:41].[Na+:42].[O-:43][C:44](=[O:45])[O-:46].[OH:1][c:2]1[cH:3][cH:4][c:5]([NH:8][C:9]([CH3:10])=[O:11])[cH:6][cH:7]1>>[O:1]([c:2]1[cH:3][cH:4][c:5]([NH:8][C:9]([CH3:10])=[O:11])[cH:6][cH:7]1)[c:33]1[c:28]2[cH:27][n:26][n:25]([CH:22]3[CH2:21][CH2:20][N:19]([C:17]([O:16][C:12]([CH3:13])([CH3:14])[CH3:15])=[O:18])[CH2:24][CH2:23]3)[c:29]2[n:30][cH:31][n:32]1. Reactants: FC1=C(C=CC(=C1)F)C=1N=C2N(C1I)CCC2 (2-(2,4-difluorophenyl)-3-iodo-6,7-dihydro-5H-pyrrolo[1,2-a]imidazole), IC=1C=CC=2N(N1)C(=NN2)C(C)C (6-iodo-3-isopropyl-[1,2,4]triazolo[4,3-b]pyridazine), CN(C)C=O (DMF), C(C)(C)[Mg]Cl (i-PrMgCl). Reagents/catalysts: [Cl-].[Zn+2].[Cl-] (zinc chloride), C=1C=CC(=CC1)[P](C=2C=CC=CC2)(C=3C=CC=CC3)[Pd]([P](C=4C=CC=CC4)(C=5C=CC=CC5)C=6C=CC=CC6)([P](C=7C=CC=CC7)(C=8C=CC=CC8)C=9C=CC=CC9)[P](C=1C=CC=CC1)(C=1C=CC=CC1)C=1C=CC=CC1 (Pd(PPh3)4). Run in CCOCC (Et2O), C1CCOC1 (THF), C(Cl)Cl (DCM), C1CCOC1 (THF). Run at temperature -30 celsius, time 30 minute. Product: FC1=C(C=CC(=C1)F)C=1N=C2N(C1C=1C=CC=3N(N1)C(=NN3)C(C)C)CCC2 (6-(2-(2,4-Difluorophenyl)-6,7-dihydro-5H-pyrrolo[1,2-a]imidazol-3-yl)-3-isopropyl-[1,2,4]triazolo[4,3-b]pyridazine). Yield: 25.6%. RXN SMILES: [F:1][C:2]1[CH:7]=[C:6]([F:8])[CH:5]=[CH:4][C:3]=1[C:9]1[N:10]=[C:11]2[CH2:17][CH2:16][CH2:15][N:12]2[C:13]=1I.C([Mg]Cl)(C)C.I[C:24]1[CH:25]=[CH:26][C:27]2[N:28]([C:30]([CH:33]([CH3:35])[CH3:34])=[N:31][N:32]=2)[N:29]=1.CN(C=O)C>C1COCC1.[Cl-].[Zn+2].[Cl-].C1C=CC([P]([Pd]([P](C2C=CC=CC=2)(C2C=CC=CC=2)C2C=CC=CC=2)([P](C2C=CC=CC=2)(C2C=CC=CC=2)C2C=CC=CC=2)[P](C2C=CC=CC=2)(C2C=CC=CC=2)C2C=CC=CC=2)(C2C=CC=CC=2)C2C=CC=CC=2)=CC=1.CCOCC.C(Cl)Cl>[F:1][C:2]1[CH:7]=[C:6]([F:8])[CH:5]=[CH:4][C:3]=1[C:9]1[N:10]=[C:11]2[CH2:17][CH2:16][CH2:15][N:12]2[C:13]=1[C:24]1[CH:25]=[CH:26][C:27]2[N:28]([C:30]([CH:33]([CH3:35])[CH3:34])=[N:31][N:32]=2)[N:29]=1 |f:5.6.7,^1:52,54,73,92|. Procedure: A 250 mL three-neck round bottom flask was charged with 2-(2,4-difluorophenyl)-3-iodo-6,7-dihydro-5H-pyrrolo[1,2-a]imidazole (5.00 g, 14.4 mmol) in THF (38 mL) to give a brown suspension. The suspension was cooled to about −30° C., followed by the drop-wise addition of a i-PrMgCl (2.0 M in THF, 8.70 mL, 17.3 mmol) over about 8 min. The reaction mixture was then stirred at about −20° C. for about 30 min. In a separate 50 mL round bottom flask were combined zinc chloride (2.56 g, 18.8 mmol) and TH... Starting materials: C(C)(=O)O (acetic acid), C1N2CN3CN1CN(C2)C3 (Hexamine), CN1C(=NC=C1[N+](=O)[O-])C=1SC=C(N1)CCl (2-(1-methyl-5-nitroimidazol-2-yl)-4-chloromethylthiazole), C1N2CN3CN1CN(C2)C3 (hexamine). The solvent is C(Cl)(Cl)Cl (chloroform), O (water). The product is CN1C(=NC=C1[N+](=O)[O-])C=1SC=C(N1)C=O (2-(1-methyl-5-nitro-imidazol-2-yl)thiazole-4-carboxaldehyde). Reaction SMILES: [CH3:1][N:2]1[C:6]([N+:7]([O-:9])=[O:8])=[CH:5][N:4]=[C:3]1[C:10]1[S:11][CH:12]=[C:13]([CH2:15]Cl)[N:14]=1.C1N2CN3CN(C2)CN1C3.C(O)(=[O:29])C>C(Cl)(Cl)Cl.O>[CH3:1][N:2]1[C:6]([N+:7]([O-:9])=[O:8])=[CH:5][N:4]=[C:3]1[C:10]1[S:11][CH:12]=[C:13]([CH:15]=[O:29])[N:14]=1. Procedure details: 2-(1-methyl-5-nitroimidazol-2-yl)-4-chloromethylthiazole (0.2 mole) and hexamine (0.3 mole) in chloroform (400 ml.) were stirred and boiled under reflux for 20 hours. The solid product was collected, washed in chloroform and dried to yield 2-(1-methyl-5-nitroimidazol-2-yl)-4-thiazolylmethyl hexaminium chloride. The latter (0.078 mole) was dissolved in water (150 ml.) and glacial acetic acid (150 ml.). Hexamine (10 g.) was added and the solution refluxed for 11/2 hours. The solution was evaporate...